Dataset: the Open Reaction Database (ORD), a public repository of structured organic reaction records. Task: describe an organic reaction: reactants, conditions, products, and yield Reactants: CC(=O)c1ccccc1B(O)O, O=C([O-])[O-], CCO, Fc1cc(Cl)ccc1I, [K+], [K+], Cc1ccccc1, c1ccc(P(c2ccccc2)(c2ccccc2)[Pd](P(c2ccccc2)(c2ccccc2)c2ccccc2)(P(c2ccccc2)(c2ccccc2)c2ccccc2)P(c2ccccc2)(c2ccccc2)c2ccccc2)cc1. Reaction SMILES: [C:1]([CH3:2])(=[O:3])[c:4]1[c:5]([B:10]([OH:11])[OH:12])[cH:6][cH:7][cH:8][cH:9]1.[C:22](=[O:23])([O-:24])[O-:25].[CH2:28]([OH:29])[CH3:30].[Cl:13][c:14]1[cH:15][c:16]([F:21])[c:17]([I:20])[cH:18][cH:19]1.[K+:26].[K+:27].[c:31]1([CH3:32])[cH:33][cH:34][cH:35][cH:36][cH:37]1.[cH:38]1[cH:39][cH:40][c:41]([P:42]([Pd:43]([P:44]([c:45]2[cH:46][cH:47][cH:48][cH:49][cH:50]2)([c:51]2[cH:52][cH:53][cH:54][cH:55][cH:56]2)[c:57]2[cH:58][cH:59][cH:60][cH:61][cH:62]2)([P:63]([c:64]2[cH:65][cH:66][cH:67][cH:68][cH:69]2)([c:70]2[cH:71][cH:72][cH:73][cH:74][cH:75]2)[c:76]2[cH:77][cH:78][cH:79][cH:80][cH:81]2)[P:82]([c:83]2[cH:84][cH:85][cH:86][cH:87][cH:88]2)([c:89]2[cH:90][cH:91][cH:92][cH:93][cH:94]2)[c:95]2[cH:96][cH:97][cH:98][cH:99][cH:100]2)([c:101]2[cH:102][cH:103][cH:104][cH:105][cH:106]2)[c:107]2[cH:108][cH:109][cH:110][cH:111][cH:112]2)[cH:113][cH:114]1>>[C:1]([CH3:2])(=[O:3])[c:4]1[c:5](-[c:17]2[c:16]([F:21])[cH:15][c:14]([Cl:13])[cH:19][cH:18]2)[cH:6][cH:7][cH:8][cH:9]1. The product is CC(=O)c1ccccc1-c1ccc(Cl)cc1F. The reactants are C(C)(=O)O (acetic acid), OC=1C=NC=CC1 (3-Hydroxy-pyridine), [OH-].[Na+] (sodium hydroxide), aqueous solution, C=O (formaldehyde), ( 8 ), C=O (formaldehyde). Run in O (water). Reaction conditions: temperature 90 celsius, time 90 minute. Product: OC=1C(=NC(=CC1)C=O)C=O (3-Hydroxypyridine-2,6-dialdehyde). Isolated yield 35.0%. Reaction SMILES: [OH:1][C:2]1[CH:3]=[N:4][CH:5]=[CH:6][CH:7]=1.[OH-:8].[Na+].[CH2:10]=O.[C:12]([OH:15])(=O)C>O>[OH:1][C:2]1[C:3]([CH:12]=[O:15])=[N:4][C:5]([CH:10]=[O:8])=[CH:6][CH:7]=1 |f:1.2|. Procedure details: 3-Hydroxy-pyridine (23.8 g, 0.25 mol) and solid sodium hydroxide (NaOH, 10.0 g, 0.25 mol) are dissolved in water (100 mL) and the solution is heated to 90° C. To this hot stirred solution, a 37% aqueous solution of formaldehyde (85mL) is added dropwise over a period of eight (8) hours. After the addition of formaldehyde is completed, the mixture is stirred at 90° C. for an additional 90 minutes. Heating is then discontinued and the mixture is chilled at 0° C., neutralized by the addition of 15 m... The reactants are C(#N)C1=CC=C2CC(C(C2=C1)=O)C (6-cyano-2-methylindanone), zinc amalgam, C(C)(=O)O (acetic acid), C1=CC=CC=C1 (benzene), bromoester, C(C)(=O)O (acetic acid), zinc amalgam, BrCC(=O)OC (methyl bromoacetate), C1=CC=CC=C1 (benzene), II (iodine). The solvent is CCOCC (ether), C(C)O (ethanol). Conditions: time 3 hour. The product is OC1C(=C(C2=CC(=CC=C12)C#N)CC(=O)OC)C (methyl (1-hydroxy-2-methyl-5-cyano-indenyl)acetate). As a reaction SMILES: [C:1]([C:3]1[CH:11]=[C:10]2[C:6]([CH2:7][CH:8]([CH3:13])[C:9]2=O)=[CH:5][CH:4]=1)#[N:2].Br[CH2:15][C:16]([O:18][CH3:19])=[O:17].C1C=CC=CC=1.II.C(O)(=[O:30])C>C(O)C.CCOCC>[OH:30][CH:7]1[C:6]2[C:10](=[CH:11][C:3]([C:1]#[N:2])=[CH:4][CH:5]=2)[C:9]([CH2:15][C:16]([O:18][CH3:19])=[O:17])=[C:8]1[CH3:13]. Procedure details: A solution of 13.0 g. of 6-cyano-2-methylindanone and 19.3 g. of methyl bromoacetate in 45 ml. benzene is added over a period of 5 minutes to 21 g. of zinc amalgam (prepared according to Org. Syn. Coll., Vol. 3) in 110 ml. benzene and 40 ml. dry ether. A few crystals of iodine are added to start the reaction, and the reaction mixture is maintained at reflux temperature (ca. 65°) with external heating. At 3 hour intervals two batches of 10 g. zinc amalgam and 10 g. bromoester are added and the mi... Reactants: [C-]#N.[K+] (KCN), C(C)C(CBr)CCCC (2-ethylhexylbromide). Run in CN(C)C=O (DMF), CN(C)C=O (DMF). Conditions: time 2 hour. The product is C(C)C(CC#N)CCCC (3-Ethylheptanenitrile). Reaction SMILES: [C-:1]#[N:2].[K+].[CH2:4]([CH:6]([CH2:9][CH2:10][CH2:11][CH3:12])[CH2:7]Br)[CH3:5]>CN(C=O)C>[CH2:4]([CH:6]([CH2:9][CH2:10][CH2:11][CH3:12])[CH2:7][C:1]#[N:2])[CH3:5] |f:0.1|. Reported procedure: A solution of KCN (3.8 g, 58 mmol) was stirred in DMF (150 mL) at room temperature. After the mixture was stirred for 2 h, a solution of 2-ethylhexylbromide (10 g, 52 mmol) in DMF (250 mL) was added dropwise at the same temperature. After stirring for 12 h at room temperature, the reaction mixture was concentrated by evaporation in vacuo. The crude product was diluted with water (100 mL) and diethyl ether (100 mL). The organic layer was separated and the aqueous layer was extracted with diethyl ... Reactants: CCCCC(CCCC)C1=CC=NC=C1 (4-(5-nonyl)pyridine), N (ammonia), [NH2-].[Na+] (sodamide), [H][H] (hydrogen), [H][H] (hydrogen). Solvent: CN(C1=CC=CC=C1)C (N,N-dimethylaniline). Run at temperature 150 celsius, time 4.5 hour. The product is CCCCC(CCCC)C1=CC=NC=C1 (4-(5-nonyl)pyridine), NC1=NC=CC(=C1)C(CCCC)CCCC (2-amino-4-(5-nonyl)pyridine). RXN SMILES: [NH3:1].[NH2-].[Na+].[CH3:4][CH2:5][CH2:6][CH2:7][CH:8]([C:13]1[CH:18]=[CH:17][N:16]=[CH:15][CH:14]=1)[CH2:9][CH2:10][CH2:11][CH3:12].[H][H]>CN(C)C1C=CC=CC=1>[CH3:12][CH2:11][CH2:10][CH2:9][CH:8]([C:13]1[CH:18]=[CH:17][N:16]=[CH:15][CH:14]=1)[CH2:7][CH2:6][CH2:5][CH3:4].[NH2:1][C:15]1[CH:14]=[C:13]([CH:8]([CH2:7][CH2:6][CH2:5][CH3:4])[CH2:9][CH2:10][CH2:11][CH3:12])[CH:18]=[CH:17][N:16]=1 |f:1.2|. Procedure details: Liquid ammonia, containing one mole of freshly prepared sodamide, was replaced with 500 cc of N,N-dimethylaniline. The mixture was heated to 150° C. and 102.5 g (0.5 moles) of 4-(5-nonyl)pyridine was rapidly added through a dropping funnel. This mixture was heated to 175° C. at which point a fast evolution of hydrogen gas began. The reaction mixture was kept at 175°-180° C. for 4.5 hours and then allowed to cool over night with little hydrogen gas evolution during the last hour of the heating pe... Yields the product CN(C)c1cc2c(cc1Cl)NC(=O)CC(c1cccc(-n3cccn3)c1)=N2. Starting materials: CN(C)c1cc(NC(=O)OC(C)(C)C)c(NC(=O)CC(=O)c2cccc(-n3cccn3)c2)cc1Cl, ClCCl, O=C(O)C(F)(F)F. RXN SMILES: [C:1]([O:2][C:3](=[O:4])[NH:7][c:8]1[c:9]([NH:18][C:19]([CH2:20][C:21](=[O:5])[c:22]2[cH:23][c:24](-[n:28]3[n:29][cH:30][cH:31][cH:32]3)[cH:25][cH:26][cH:27]2)=[O:34])[cH:10][c:11]([Cl:17])[c:12]([N:14]([CH3:15])[CH3:16])[cH:13]1)([CH3:6])([CH3:33])[CH3:35].[Cl:43][CH2:44][Cl:45].[F:36][C:37]([F:38])([F:39])[C:40]([OH:41])=[O:42]>>[N:7]1=[C:21]([c:22]2[cH:23][c:24](-[n:28]3[n:29][cH:30][cH:31][cH:32]3)[cH:25][cH:26][cH:27]2)[CH2:20][C:19](=[O:34])[NH:18][c:9]2[c:8]1[cH:13][c:12]([N:14]([CH3:15])[CH3:16])[c:11]([Cl:17])[cH:10]2. The reactants are C(C)(=O)C1=CC=C(OC=2C=C(C(=O)NC3=NN(C=C3)C)C=C(C2)O[C@H](COC)C)C=C1 (3-(4-acetylphenoxy)-5-[(1S)-2-methoxy-1-methylethoxy]-N-(1′-methyl-1H-pyrazol-3-yl)benzamide), COC(N(C)C)OC (N,N-dimethylformamide dimethyl acetal). Conditions: temperature 100 celsius. Product: CN(/C=C/C(=O)C1=CC=C(OC=2C=C(C(=O)NC3=NN(C=C3)C)C=C(C2)O[C@H](COC)C)C=C1)C (3-{-4-[(2E)-3-(Dimethylamino)prop-2-enoyl]phenoxy}-5-[(1S)-2-methoxy-1-methylethoxy]-N-(1-methyl-1H-pyrazol-3-yl)benzamide). Yield: 83.3%. As a reaction SMILES: [C:1]([C:4]1[CH:31]=[CH:30][C:7]([O:8][C:9]2[CH:10]=[C:11]([CH:21]=[C:22]([O:24][C@@H:25]([CH3:29])[CH2:26][O:27][CH3:28])[CH:23]=2)[C:12]([NH:14][C:15]2[CH:19]=[CH:18][N:17]([CH3:20])[N:16]=2)=[O:13])=[CH:6][CH:5]=1)(=[O:3])[CH3:2].CO[CH:34](OC)[N:35]([CH3:37])[CH3:36]>>[CH3:34][N:35]([CH3:37])/[CH:36]=[CH:2]/[C:1]([C:4]1[CH:31]=[CH:30][C:7]([O:8][C:9]2[CH:10]=[C:11]([CH:21]=[C:22]([O:24][C@@H:25]([CH3:29])[CH2:26][O:27][CH3:28])[CH:23]=2)[C:12]([NH:14][C:15]2[CH:19]=[CH:18][N:17]([CH3:20])[N:16]=2)=[O:13])=[CH:6][CH:5]=1)=[O:3]. Procedure: A mixture of 3-(4-acetylphenoxy)-5-[(1S)-2-methoxy-1-methylethoxy]-N-(1′-methyl-1H-pyrazol-3-yl)benzamide (812 mg, 1.92 mmol) and N,N-dimethylformamide dimethyl acetal (10.2 mL, 77 mmol) was heated to 100° C. in a ‘Smith Creator’ microwave for 140 mins. The volatiles were removed under reduced pressure and the resulting oil purified by chromatography on silica, eluting with 0-20% methanol in DCM, to give the desired product (765 mg). Starting materials: C=CCCC(=O)C(=[N+]=[N-])C(=O)OC, O=S(=O)([O-])[O-], c1ccccc1. As a reaction SMILES: [CH3:1][O:2][C:3]([C:4]([C:5]([CH2:6][CH2:7][CH:8]=[CH2:9])=[O:10])=[N+:11]=[N-:12])=[O:13].[O-:14][S:15](=[O:16])(=[O:17])[O-:18].[cH:19]1[cH:20][cH:21][cH:22][cH:23][cH:24]1>>[CH3:1][O:2][C:3]([C:4]12[C:5](=[O:10])[CH2:6][CH2:7][CH:8]1[CH2:9]2)=[O:13]. Product: COC(=O)C12CC1CCC2=O. The reactants are C(C)(C)(C)OC(=O)N1[C@@H](CC(C1)=NOC)C(=O)O ((2S,4EZ)-1-(tert-butoxycarbonyl)-4-(methoxyimino)-2-pyrrolidinecarboxylic acid), CC1=C(C(=CC=C1)C)C1=CC=C(C=C1)C(=O)O (2′,6′-dimethyl[1,1′-biphenyl]-4-carboxylic acid), NC(CO)CO (2-amino-1,3-propanediol). Product: CC1=C(C(=CC=C1)C)C1=CC=C(C=C1)C(=O)N1[C@@H](CC(C1)=NOC)C(=O)NC(CO)CO ((2S,4EZ)-1-[(2′,6′-dimethyl[1,1′-biphenyl]-4-yl)carbonyl]-N-[2-hydroxy-1-(hydroxymethyl)ethyl]-4-(methoxyimino)-2-pyrrolidinecarboxamide). As a reaction SMILES: C(O[C:6]([N:8]1[CH2:12][C:11](=[N:13][O:14][CH3:15])[CH2:10][C@H:9]1[C:16]([OH:18])=O)=[O:7])(C)(C)C.[CH3:19][C:20]1[CH:25]=[CH:24][CH:23]=[C:22]([CH3:26])[C:21]=1[C:27]1[CH:32]=[CH:31][C:30](C(O)=O)=[CH:29][CH:28]=1.[NH2:36][CH:37]([CH2:40][OH:41])[CH2:38][OH:39]>>[CH3:26][C:22]1[CH:23]=[CH:24][CH:25]=[C:20]([CH3:19])[C:21]=1[C:27]1[CH:28]=[CH:29][C:30]([C:6]([N:8]2[CH2:12][C:11](=[N:13][O:14][CH3:15])[CH2:10][C@H:9]2[C:16]([NH:36][CH:37]([CH2:40][OH:41])[CH2:38][OH:39])=[O:18])=[O:7])=[CH:31][CH:32]=1. Procedure: Following the general method as outlined in Example 22, starting from (2S,4EZ)-1-(tert-butoxycarbonyl)-4-(methoxyimino)-2-pyrrolidinecarboxylic acid, 2′,6′-dimethyl[1,1′-biphenyl]-4-carboxylic acid, and 2-amino-1,3-propanediol, the title compound was obtained in 70% purity by HPLC. MS(ESI+): m/z=440.